From a dataset of the Open Reaction Database (ORD), a public repository of structured organic reaction records. describe an organic reaction: reactants, conditions, products, and yield Starting materials: C(=O)(C(F)(F)F)O (TFA), N1CCC2(CC1)CC[C@@H](C1=CC=CC=C12)NC(C)=O ((S)-N-(3,4-dihydro-2H -spiro[naphthalene-1,4′-piperidine]-4-yl)acetamide), BrCC(C(C)(C)C)=O (1-bromo -3,3-dimethylbutan-2-one), C([O-])([O-])=O.[Na+].[Na+] (sodium carbonate). Solvent: CN(C)C=O (DMF). Conditions: temperature 50 celsius, time 16 hour. Yields the product CC(C(CN1CCC2(CC1)CC[C@@H](C1=CC=CC=C12)NC(C)=O)=O)(C)C ((S)-N-(1′-(3,3-dimethyl-2-oxobutyl)-3,4-dihydro -2H-spiro[naphthalene-1,4′-piperidine]-4-yl)acetamide). Reaction SMILES: [NH:1]1[CH2:6][CH2:5][C:4]2([C:15]3[C:10](=[CH:11][CH:12]=[CH:13][CH:14]=3)[C@@H:9]([NH:16][C:17](=[O:19])[CH3:18])[CH2:8][CH2:7]2)[CH2:3][CH2:2]1.Br[CH2:21][C:22](=[O:27])[C:23]([CH3:26])([CH3:25])[CH3:24].C(=O)([O-])[O-].[Na+].[Na+].C(O)(C(F)(F)F)=O>CN(C=O)C>[CH3:24][C:23]([CH3:26])([CH3:25])[C:22](=[O:27])[CH2:21][N:1]1[CH2:6][CH2:5][C:4]2([C:15]3[C:10](=[CH:11][CH:12]=[CH:13][CH:14]=3)[C@@H:9]([NH:16][C:17](=[O:19])[CH3:18])[CH2:8][CH2:7]2)[CH2:3][CH2:2]1 |f:2.3.4|. Procedure details: A suspension of the piperidine (B5) (24 mg, 0.09 mmol), 1-bromo -3,3-dimethylbutan-2-one (13.5 mg, 0.08 mmol) and sodium carbonate (32 mg, 0.3 mmol) in DMF (1 ml) was stirred at 50° C. in a sealed vial for 16 hours. The mixture was cooled and carefully neutralized with TFA and purified by reverse phase HPLC to give the title compound no. 19 as a TFA salt. LC-MS: m/e=357.30 (M+H). Rt=1.61 min. 1H-NMR (500 MHz, DMSO-d6): 9.60 (br. s, 1H), 8.21 (d, 1H), 7.44 (d, 1H), 7.32 (t, 1H), 7.20 (t, 1H), 7.1... Starting materials: [Cl-].[Li+] (lithium chloride), C(#N)C=1C=C(C=CC1OC1=C(C=C(C=C1)C(F)(F)F)I)S(=O)(=O)N(C1=NC=NS1)CC1=C(C=C(C=C1)OC)OC (3-cyano-N-(2,4-dimethoxybenzyl)-4-[2-iodo-4-(trifluoromethyl)phenoxy]-N-1,2,4-thiadiazol-5-ylbenzenesulfonamide), C1(CCCCC1)P(C1=C(C=CC=C1)C1=C(C=CC=C1OC)OC)C1CCCCC1 (dicyclohexyl(2′,6′-dimethoxybiphenyl-2-yl)phosphine), IC1CCOCC1 (4-iodotetrahydro-2H-pyran), [Cl-].[NH4+] (ammonium chloride), BrC(C)Br (dibromoethane), Cl[Si](C)(C)C (chlorotrimethlsilane). The reagents and catalysts are [Zn] (zinc), C(C)(=O)[O-].[Pd+2].C(C)(=O)[O-] (palladium(II) acetate). The solvent is O1CCCC1 (tetrahydrofuran), O1CCCC1 (tetrahydrofuran). Reaction conditions: temperature 70 celsius, time 1 hour. Product: C(#N)C=1C=C(C=CC1OC1=C(C=C(C=C1)C(F)(F)F)C1CCOCC1)S(=O)(=O)NC1=NC=NS1 (3-Cyano-4-[2-(tetrahydro-2H-pyran-4-yl)-4-(trifluoromethyl)phenoxy]-N-1,2,4-thiadiazol-5-ylbenzenesulfonamide). Reaction SMILES: [Cl-].[Li+].BrC(Br)C.Cl[Si](C)(C)C.I[CH:13]1[CH2:18][CH2:17][O:16][CH2:15][CH2:14]1.[C:19]([C:21]1[CH:22]=[C:23]([S:39]([N:42](CC2C=CC(OC)=CC=2OC)[C:43]2[S:47][N:46]=[CH:45][N:44]=2)(=[O:41])=[O:40])[CH:24]=[CH:25][C:26]=1[O:27][C:28]1[CH:33]=[CH:32][C:31]([C:34]([F:37])([F:36])[F:35])=[CH:30][C:29]=1I)#[N:20].C1(P(C2CCCCC2)C2C=CC=CC=2C2C(OC)=CC=CC=2OC)CCCCC1.[Cl-].[NH4+]>O1CCCC1.[Zn].C([O-])(=O)C.[Pd+2].C([O-])(=O)C>[C:19]([C:21]1[CH:22]=[C:23]([S:39]([NH:42][C:43]2[S:47][N:46]=[CH:45][N:44]=2)(=[O:41])=[O:40])[CH:24]=[CH:25][C:26]=1[O:27][C:28]1[CH:33]=[CH:32][C:31]([C:34]([F:36])([F:35])[F:37])=[CH:30][C:29]=1[CH:13]1[CH2:18][CH2:17][O:16][CH2:15][CH2:14]1)#[N:20] |f:0.1,7.8,11.12.13|. Procedure details: To a suspension of zinc dust (458 mg, 7.00 mmol) and lithium chloride (212 mg, 5.00 mmol) in tetrahydrofuran was added dibromoethane (0.043 mL, 0.50 mmol) under nitrogen. The mixture was heated at 70° C. for 10 minutes before cooling and adding chlorotrimethlsilane (0.013 mL, 0.10 mmol). The reaction mixture was stirred for 1 hour then 4-iodotetrahydro-2H-pyran (1060 mg, 5.00 mmol) was added and stirring continued for 18 hours. This mixture was added to a pre-stirred (10 minutes) suspension of 3... The reactants are E9, OCC=1C=C(C#N)C=CC1 (3-(hydroxymethyl)benzonitrile), ClC=1C=C2N(C(N1)=O)C[C@@H](N2C)C ((S)-7-chloro-1,2-dimethyl-2,3-dihydroimidaz-o[1,2-c]pyrimidin-5(1H)-one). Product: CN1[C@H](CN2C(N=C(C=C21)OCC=2C=C(C#N)C=CC2)=O)C ((S)-3-(((1,2-dimethyl-5-oxo-1,2,3,5-tetrahydroimidazo[1,2-c]pyrimidin-7-yl)oxy)methyl)benzonitrile). As a reaction SMILES: [OH:1][CH2:2][C:3]1[CH:4]=[C:5]([CH:8]=[CH:9][CH:10]=1)[C:6]#[N:7].Cl[C:12]1[CH:13]=[C:14]2[N:21]([CH3:22])[C@@H:20]([CH3:23])[CH2:19][N:15]2[C:16](=[O:18])[N:17]=1>>[CH3:22][N:21]1[C:14]2[N:15]([C:16](=[O:18])[N:17]=[C:12]([O:1][CH2:2][C:3]3[CH:4]=[C:5]([CH:8]=[CH:9][CH:10]=3)[C:6]#[N:7])[CH:13]=2)[CH2:19][C@@H:20]1[CH3:23]. Procedure details: The title compound was prepared by a procedure similar to that described for E9 starting from 3-(hydroxymethyl)benzonitrile and (S)-7-chloro-1,2-dimethyl-2,3-dihydroimidaz-o[1,2-c]pyrimidin-5(1H)-one. Reaction conditions: time 8 hour. The yield is 95.8%. The solvent is CO.O (methanol water), O (water). Yields the product BrC=1C=C(C=CC1)C(C(=O)O)(F)F ((3-bromo-phenyl)-difluoro-acetic acid). Reported procedure: Lithium hydroxide (0.13 g, 3.12 mmol) is added to a solution of (3-bromo-phenyl)-difluoro-acetic acid ethyl ester (0.29 g, 1.04 mmol) in methanol/water (8 mL, 3:1) and the reaction mixture is stirred overnight at room temperature. The mixture is diluted with water and volatiles are removed in vacuo. The aqueous is extracted once with diethyl ether, acidified to pH 2, and extracted twice with ethyl acetate. The combined extracts are dried over magnesium sulfate, filtered and concentrated in vacuo... Reactants: [OH-].[Li+] (Lithium hydroxide), C(C)OC(C(F)(F)C1=CC(=CC=C1)Br)=O ((3-bromo-phenyl)-difluoro-acetic acid ethyl ester). RXN SMILES: [OH-].[Li+].C([O:5][C:6](=[O:17])[C:7]([C:10]1[CH:15]=[CH:14][CH:13]=[C:12]([Br:16])[CH:11]=1)([F:9])[F:8])C>CO.O.O>[Br:16][C:12]1[CH:11]=[C:10]([C:7]([F:8])([F:9])[C:6]([OH:17])=[O:5])[CH:15]=[CH:14][CH:13]=1 |f:0.1,3.4|. The reactants are O=C([O-])[O-], CC(C)N=C=NC(C)C, S=C=Nc1cc2cc(Cl)c(Cl)cc2cn1, Cl, Cl, [Cs+], [Cs+], NCC1(O)CN2CCC1CC2, CN(C)C=O. The product is Clc1cc2cnc(NC3=NCC4(CN5CCC4CC5)O3)cc2cc1Cl. RXN SMILES: [C:16](=[O:17])([O-:18])[O-:19].[CH:35]([N:36]=[C:37]=[N:38][CH:39]([CH3:40])[CH3:41])([CH3:42])[CH3:43].[Cl:1][c:2]1[cH:3][c:4]2[cH:5][c:6]([N:13]=[C:14]=[S:15])[n:7][cH:8][c:9]2[cH:10][c:11]1[Cl:12].[ClH:22].[ClH:23].[Cs+:20].[Cs+:21].[NH2:24][CH2:25][C:26]1([OH:34])[CH2:27][N:28]2[CH2:29][CH2:30][CH:31]1[CH2:32][CH2:33]2.[O:44]=[CH:45][N:46]([CH3:47])[CH3:48]>>[Cl:1][c:2]1[cH:3][c:4]2[cH:5][c:6]([NH:13][C:14]3=[N:24][CH2:25][C:26]4([CH2:27][N:28]5[CH2:29][CH2:30][CH:31]4[CH2:32][CH2:33]5)[O:34]3)[n:7][cH:8][c:9]2[cH:10][c:11]1[Cl:12]. Reactants: OBO, Cc1oc(-c2ccc(Br)cc2)nc1CCN1CCCC1, N#Cc1ccccc1. Product: Cc1oc(-c2ccc(-c3cccc(C#N)c3)cc2)nc1CCN1CCCC1. Reaction SMILES: [BH:1]([OH:2])[OH:3].[Br:12][c:13]1[cH:14][cH:15][c:16](-[c:19]2[o:20][c:21]([CH3:31])[c:22]([CH2:24][CH2:25][N:26]3[CH2:27][CH2:28][CH2:29][CH2:30]3)[n:23]2)[cH:17][cH:18]1.[C:4](#[N:5])[c:6]1[cH:7][cH:8][cH:9][cH:10][cH:11]1>>[C:4](#[N:5])[c:6]1[cH:7][cH:8][cH:9][c:10](-[c:13]2[cH:14][cH:15][c:16](-[c:19]3[o:20][c:21]([CH3:31])[c:22]([CH2:24][CH2:25][N:26]4[CH2:27][CH2:28][CH2:29][CH2:30]4)[n:23]3)[cH:17][cH:18]2)[cH:11]1.